Dataset: the Open Reaction Database (ORD), a public repository of structured organic reaction records. Task: describe an organic reaction: reactants, conditions, products, and yield Reactants: C(=O)=O (CO2), C(C)(=O)C=1C(NN=C(C1C1=CC=C(C=C1)Cl)C1=CC=C(C=C1)Cl)=O (4-Acetyl-5,6-bis(p-chlorophenyl)-2H-pyridazin-3-one), C1(OCCO1)=O (ethylene carbonate), [OH-].[K+] (potassium hydroxide). Run in CN(C=O)C (dimethylformamide), O (water). Conditions: temperature 5 celsius. Yields the product C(C)(=O)C=1C(N(N=C(C1C1=CC=C(C=C1)Cl)C1=CC=C(C=C1)Cl)CCO)=O (4-acetyl-5,6-bis(p-chlorophenyl)-2-(2'-hydroxyethyl)-2H-pyridazin-3-one). Isolated yield 68.0%. RXN SMILES: [C:1]([C:4]1[C:5](=[O:24])[NH:6][N:7]=[C:8]([C:17]2[CH:22]=[CH:21][C:20]([Cl:23])=[CH:19][CH:18]=2)[C:9]=1[C:10]1[CH:15]=[CH:14][C:13]([Cl:16])=[CH:12][CH:11]=1)(=[O:3])[CH3:2].C1(=O)O[CH2:28][CH2:27][O:26]1.[OH-].[K+].C(=O)=O>CN(C)C=O.O>[C:1]([C:4]1[C:5](=[O:24])[N:6]([CH2:28][CH2:27][OH:26])[N:7]=[C:8]([C:17]2[CH:22]=[CH:21][C:20]([Cl:23])=[CH:19][CH:18]=2)[C:9]=1[C:10]1[CH:11]=[CH:12][C:13]([Cl:16])=[CH:14][CH:15]=1)(=[O:3])[CH3:2] |f:2.3|. Reported procedure: 4-Acetyl-5,6-bis(p-chlorophenyl)-2H-pyridazin-3-one (3.1 g), ethylene carbonate (2.0 g), and potassium hydroxide (powdered) were dissolved in dimethylformamide (50 ml) and the flask placed in an oil bath (110°-120° C.) until CO2 evolution ceased (ca. 3.5 hours). The reaction mixture was poured into water (400 ml) and chilled at 5° C. for 1 hour. The resulting precipitate was separated by filtration and recrystallized from methanol (85 ml) to afford 4-acetyl-5,6-bis(p-chlorophenyl)-2-(2'-hydroxye... As a reaction SMILES: [CH3:39][CH2:40][N:41]=[C:42]=[N:43][CH2:44][CH2:45][CH2:46][N:47]([CH3:48])[CH3:49].[CH:11]([N:12]([CH2:13][CH3:14])[CH:15]([CH3:16])[CH3:17])([CH3:18])[CH3:19].[ClH:50].[ClH:51].[N:52]1([C:58](=[O:59])[c:60]2[c:61]([C:66]([F:67])([F:68])[F:69])[cH:62][cH:63][cH:64][cH:65]2)[CH2:53][CH2:54][NH:55][CH2:56][CH2:57]1.[O:70]=[CH:71][N:72]([CH3:73])[CH3:74].[OH2:75].[OH:1][n:2]1[c:3]2[c:4]([cH:5][cH:6][cH:7][cH:8]2)[n:9][n:10]1.[c:20]1(-[c:33]2[cH:34][cH:35][cH:36][cH:37][cH:38]2)[cH:21][cH:22][c:23]([NH:26][C:27]([CH2:28][C:29](=[O:30])[OH:31])=[O:32])[cH:24][cH:25]1>>[c:20]1(-[c:33]2[cH:34][cH:35][cH:36][cH:37][cH:38]2)[cH:21][cH:22][c:23]([NH:26][C:27]([CH2:28][C:29](=[O:31])[N:55]2[CH2:54][CH2:53][N:52]([C:58](=[O:59])[c:60]3[c:61]([C:66]([F:67])([F:68])[F:69])[cH:62][cH:63][cH:64][cH:65]3)[CH2:57][CH2:56]2)=[O:32])[cH:24][cH:25]1. Product: O=C(CC(=O)N1CCN(C(=O)c2ccccc2C(F)(F)F)CC1)Nc1ccc(-c2ccccc2)cc1. Reactants: CCN=C=NCCCN(C)C, CCN(C(C)C)C(C)C, Cl, Cl, O=C(c1ccccc1C(F)(F)F)N1CCNCC1, CN(C)C=O, O, On1nnc2ccccc21, O=C(O)CC(=O)Nc1ccc(-c2ccccc2)cc1. Reactants: C(C)(C)(C)N1N=CC(=C(C1=O)Cl)Cl (2-t-butyl-4,5-dichloro-3(2H)-pyridazinone), C(C)(C)SCCOC1=CC=C(CO)C=C1 (p-(2-isopropylthioethoxy)benzyl alcohol), O (water), [OH-].[K+] (potassium hydroxide). The solvent is CN(C=O)C (N,N-dimethylformamide). Reaction conditions: time 8 hour. The product is C(C)(C)(C)N1N=CC(=C(C1=O)Cl)OCC1=CC=C(C=C1)OCCSC(C)C (2-t-butyl-4-chloro-5-[4-(2-isopropylthioethoxy)-benzyloxy]-3(2H)-pyridazinone). The yield is 55.1%. As a reaction SMILES: [C:1]([N:5]1[C:10](=[O:11])[C:9]([Cl:12])=[C:8](Cl)[CH:7]=[N:6]1)([CH3:4])([CH3:3])[CH3:2].[CH:14]([S:17][CH2:18][CH2:19][O:20][C:21]1[CH:28]=[CH:27][C:24]([CH2:25][OH:26])=[CH:23][CH:22]=1)([CH3:16])[CH3:15].[OH-].[K+].O>CN(C)C=O>[C:1]([N:5]1[C:10](=[O:11])[C:9]([Cl:12])=[C:8]([O:26][CH2:25][C:24]2[CH:23]=[CH:22][C:21]([O:20][CH2:19][CH2:18][S:17][CH:14]([CH3:16])[CH3:15])=[CH:28][CH:27]=2)[CH:7]=[N:6]1)([CH3:4])([CH3:3])[CH3:2] |f:2.3|. Reported procedure: In 15 ml of N,N-dimethylformamide were dissolved 1.2 g of 2-t-butyl-4,5-dichloro-3(2H)-pyridazinone and 1.2 g of p-(2-isopropylthioethoxy)benzyl alcohol, and then 0.31 g of powdery potassium hydroxide was added thereto. The resulting mixture was stirred overnight at room temperature, poured into water, extracted with diethyl ether, washed with water, dried over anhydrous sodium sulfate and then freed of the diethyl ether by distillation under reduced pressure. The resulting solid was recrystalli... The reactants are CC1=NC2=CC=CC(=C2C=C1)OC1=CC=CC=C1 (2-methyl-5-phenoxyquinoline), [BH4-].[Na+] (Sodium borohydride). The reagents and catalysts are [Ni](Cl)Cl (nickel(II) chloride). Solvent: CO (methanol). Conditions: time 10 minute. Yields the product CC1NC2=CC=CC(=C2CC1)OC1=CC=CC=C1 (rac-2-methyl-5-phenoxy-1,2,3,4-tetrahydroquinoline). The yield is 100.1%. RXN SMILES: [CH3:1][C:2]1[CH:11]=[CH:10][C:9]2[C:4](=[CH:5][CH:6]=[CH:7][C:8]=2[O:12][C:13]2[CH:18]=[CH:17][CH:16]=[CH:15][CH:14]=2)[N:3]=1.[BH4-].[Na+]>[Ni](Cl)Cl.CO>[CH3:1][CH:2]1[CH2:11][CH2:10][C:9]2[C:4](=[CH:5][CH:6]=[CH:7][C:8]=2[O:12][C:13]2[CH:18]=[CH:17][CH:16]=[CH:15][CH:14]=2)[NH:3]1 |f:1.2|. Procedure details: A glass, screw-cap vial equipped with a magnetic stir bar was charged with 2-methyl-5-phenoxyquinoline (0.05 g, 0.213 mmol), methanol (1 mL), and nickel(II) chloride (4.96 mg, 0.038 mmol). Sodium borohydride (0.032 g, 0.850 mmol) was added portion-wise over 30 sec at rt. The reaction mixture turned dark purple (almost black), and an exotherm was observed. After 10 min, the reaction mixture was concentrated under a stream of nitrogen. The residue was then treated with 1 N aqueous sodium hydroxide... Starting materials: BrC(CC)CC(=C(C)C)C (2-bromo-1,4,5-trimethyl-hex-4-ene), C(C)N(C(C1=CC(OC)=C(O)C=C1)=O)CC (vanillic acid N,N-diethyl amide). The product is CC(CCC(=C(C)C)C)OC1=C(C=C(C(=O)N(CC)CC)C=C1)OC (p-[(1,4,5-trimethyl-hex-4-enyl)-oxy]-m-methoxy-N,N-diethyl-benzamide). RXN SMILES: Br[CH:2]([CH2:5][C:6]([CH3:10])=[C:7]([CH3:9])[CH3:8])[CH2:3][CH3:4].[CH2:11]([N:13]([CH2:25][CH3:26])[C:14](=[O:24])[C:15]1[CH:23]=[CH:22][C:20]([OH:21])=[C:17]([O:18][CH3:19])[CH:16]=1)[CH3:12]>>[CH3:4][CH:3]([O:21][C:20]1[CH:22]=[CH:23][C:15]([C:14]([N:13]([CH2:25][CH3:26])[CH2:11][CH3:12])=[O:24])=[CH:16][C:17]=1[O:18][CH3:19])[CH2:2][CH2:5][C:6]([CH3:10])=[C:7]([CH3:9])[CH3:8]. Reported procedure: 2-bromo-1,4,5-trimethyl-hex-4-ene was reacted with vanillic acid N,N-diethyl amide to obtain p-[(1,4,5-trimethyl-hex-4-enyl)-oxy]-m-methoxy-N,N-diethyl-benzamide (boiling point = 160°-162°C/0.02 mmHg, nD28 = 1.5185); Starting materials: CC(C)(C)CO, Cc1cc(Cl)nc(N)[n+]1[O-], [Na+], [Na], [OH-]. The product is Cc1cc(OCC(C)(C)C)nc(N)[n+]1[O-]. RXN SMILES: [CH3:14][C:15]([CH2:16][OH:17])([CH3:18])[CH3:19].[NH2:2][c:3]1[n:4][c:5]([Cl:11])[cH:6][c:7]([CH3:10])[n+:8]1[O-:9].[Na+:13].[Na:1].[OH-:12]>>[NH2:2][c:3]1[n:4][c:5]([O:17][CH2:16][C:15]([CH3:14])([CH3:18])[CH3:19])[cH:6][c:7]([CH3:10])[n+:8]1[O-:9]. Starting materials: NC1=[N+](C=CC=C1NC(OCC1=CC=CC=C1)=O)[O-] (benzyl (2-amino-1-oxidopyridin-3-yl)carbamate), COC(=O)C#CC(=O)OC (DMAD), C1(=CC=C(C=C1)S(=O)(=O)O)C (p-toluenesulfonic acid). The solvent is C(Cl)(Cl)Cl (chloroform). Run at temperature 70 celsius, time 12 hour. Product: C(C1=CC=CC=C1)OC(=O)NC1=CC=CN2C1=NC(=C(C2=O)O)C(=O)OC (Methyl 9-{[(benzyloxy)carbonyl]amino}-3-hydroxy-4-oxo-4-H-pyrido[1,2-a]pyrimidine-2-carboxylate). Reaction SMILES: [NH2:1][C:2]1[C:7]([NH:8][C:9](=[O:18])[O:10][CH2:11][C:12]2[CH:17]=[CH:16][CH:15]=[CH:14][CH:13]=2)=[CH:6][CH:5]=[CH:4][N+:3]=1[O-].[CH3:20][O:21][C:22]([C:24]#[C:25][C:26]([O:28]C)=O)=[O:23].C1(C)C=CC(S(O)(=O)=[O:37])=CC=1>C(Cl)(Cl)Cl>[CH2:11]([O:10][C:9]([NH:8][C:7]1[C:2]2=[N:1][C:24]([C:22]([O:21][CH3:20])=[O:23])=[C:25]([OH:37])[C:26](=[O:28])[N:3]2[CH:4]=[CH:5][CH:6]=1)=[O:18])[C:12]1[CH:17]=[CH:16][CH:15]=[CH:14][CH:13]=1. Procedure details: To a solution of benzyl (2-amino-1-oxidopyridin-3-yl)carbamate in chloroform (filtered over alumina) was added DMAD and p-toluenesulfonic acid. The suspension was stirred at 70° C. for 12 hours. The solvent was then removed under reduced pressure and to the residue was added MeOH. The solid was filtered, washed with MeOH and dried under vacuum.